Dataset: the Open Reaction Database (ORD), a public repository of structured organic reaction records. Task: describe an organic reaction: reactants, conditions, products, and yield Reactants: CCc1cc2ccccn2c1, O=C(Cl)c1ccc(CCCCl)cc1, O. Product: CCc1cc2ccccn2c1C(=O)c1ccc(CCCCl)cc1. As a reaction SMILES: [CH2:1]([CH3:2])[c:3]1[cH:4][c:5]2[cH:6][cH:7][cH:8][cH:9][n:10]2[cH:11]1.[Cl:12][CH2:13][CH2:14][CH2:15][c:16]1[cH:17][cH:18][c:19]([C:20](=[O:21])[Cl:22])[cH:23][cH:24]1.[OH2:25]>>[CH2:1]([CH3:2])[c:3]1[cH:4][c:5]2[cH:6][cH:7][cH:8][cH:9][n:10]2[c:11]1[C:20]([c:19]1[cH:18][cH:17][c:16]([CH2:15][CH2:14][CH2:13][Cl:12])[cH:24][cH:23]1)=[O:21]. Reactants: [H-].[Na+] (Sodium hydride), COC1=C2C=CC=NC2=C(C2=C1CNC2=O)OCC2=CC=C(C=C2)OC (5-methoxy-9-(4-methoxy-benzyloxy)-6,7-dihydro-pyrrolo[3,4-g]quinolin-8-one), FC(C1=CC=C(CBr)C=C1)(F)F (4-trifluoromethyl-benzylbromide). Solvent: CN(C=O)C (dimethylformamide). Conditions: temperature 0 celsius, time 5 minute. The product is COC1=C2C=CC=NC2=C(C2=C1CN(C2=O)CC2=CC=C(C=C2)C(F)(F)F)OCC2=CC=C(C=C2)OC (5-Methoxy-9-(4-methoxy-benzyloxy)-7-(4-trifluoromethyl-benzyl)-6,7-dihydro-pyrrolo[3,4-g]quinolin-8-one). The yield is 35.6%. As a reaction SMILES: [CH3:1][O:2][C:3]1[C:12]2[CH2:13][NH:14][C:15](=[O:16])[C:11]=2[C:10]([O:17][CH2:18][C:19]2[CH:24]=[CH:23][C:22]([O:25][CH3:26])=[CH:21][CH:20]=2)=[C:9]2[C:4]=1[CH:5]=[CH:6][CH:7]=[N:8]2.[H-].[Na+].[F:29][C:30]([F:40])([F:39])[C:31]1[CH:38]=[CH:37][C:34]([CH2:35]Br)=[CH:33][CH:32]=1>CN(C)C=O>[CH3:1][O:2][C:3]1[C:12]2[CH2:13][N:14]([CH2:35][C:34]3[CH:33]=[CH:32][C:31]([C:30]([F:29])([F:39])[F:40])=[CH:38][CH:37]=3)[C:15](=[O:16])[C:11]=2[C:10]([O:17][CH2:18][C:19]2[CH:24]=[CH:23][C:22]([O:25][CH3:26])=[CH:21][CH:20]=2)=[C:9]2[C:4]=1[CH:5]=[CH:6][CH:7]=[N:8]2 |f:1.2|. Procedure details: 5-Methoxy-9-(4-methoxy-benzyloxy)-6,7-dihydro-pyrrolo[3,4-g]quinolin-8-one 304 (25.4 mg, 0.073 mmol,) was dissolved in dimethylformamide (0.4 ml) and cooled to 0° C. Sodium hydride (3.6 mg, 0.095 mmol) was added, followed by stirring at 0° C. for 5 minutes. 4-trifluoromethyl-benzylbromide (21.0 mg, 0.088 mmol) was added and the reaction mixture was allowed to warm to room temperature and kept at room temperature with stirring for 5 minutes. It was cooled to 0° C., quenched with acetic acid (0.03... Reactants: ice, [NH4+].[OH-] (NH4OH), IR(KBr), C24H31NO4, C(C=C)N1[C@H]2[C@@]3(CCC([C@]4([C@@]3(C=3C(=C(C=CC3C2)OC)O4)CC1)C)=O)OCCC (17-allyl-4,5α-epoxy-3-methoxy-5-methyl-14-n-propyloxymorphinan-6-one), solution, B(Br)(Br)Br (boron tribromide), ice. Solvent: C(Cl)Cl (CH2Cl2). Conditions: temperature 2.5 celsius, time 2 hour. Yields the product Br.C(C=C)N1[C@H]2[C@@]3(CCC([C@]4([C@@]3(C=3C(=C(C=CC3C2)O)O4)CC1)C)=O)OCCC (17-allyl-4,5α-epoxy-3-hydroxy-5-methyl-14-n-propyloxymorphinan-6one hydrobromide). The yield is 47.0%. RXN SMILES: B(Br)(Br)[Br:2].[CH2:5]([N:8]1[CH2:27][CH2:26][C@:15]23[C:16]4[C:17]5[O:25][C@@:14]2([CH3:28])[C:13](=[O:29])[CH2:12][CH2:11][C@@:10]3([O:30][CH2:31][CH2:32][CH3:33])[C@H:9]1[CH2:22][C:21]=4[CH:20]=[CH:19][C:18]=5[O:23]C)[CH:6]=[CH2:7].[NH4+].[OH-]>C(Cl)Cl>[BrH:2].[CH2:5]([N:8]1[CH2:27][CH2:26][C@:15]23[C:16]4[C:17]5[O:25][C@@:14]2([CH3:28])[C:13](=[O:29])[CH2:12][CH2:11][C@@:10]3([O:30][CH2:31][CH2:32][CH3:33])[C@H:9]1[CH2:22][C:21]=4[CH:20]=[CH:19][C:18]=5[OH:23])[CH:6]=[CH2:7] |f:2.3,5.6|. Procedure details: A mixture of 7,8-dihydro-5-methyl-14-n-propyloxycodeinone described in our copending application with priority from May 18, 1994) (9; 2.67 g, 7.19 mmol), KHCO3 (3.6 g, 35.93 mmol), 1-chloroethyl chloroformate (4.73 ml, 43.12 mmol), and 35 ml of 1,2-dichloroethane was stirred under reflux for 3.5 h. After cooling, the inorganic material was filtered off and the filtrate evaporated. The residue (4.67 g of a yellowish oil of 17-(1-chloroethoxy)-carbonyl-4,5α-epoxy-3-methoxy-5-methyl-14-n-propyloxym... Starting materials: C1(=CC=C(C=C1)S(=O)(=O)Cl)C (p-toluenesulfonyl chloride), ice water, COC([C@H]1N(C[C@@H](C1)O)C(C1=CC=CC=C1)=O)=O ((trans)-1-benzoyl-4-hydroxy-L-proline methyl ester), ice water, S(=O)(=O)([O-])C1=CC=C(C)C=C1 (tosylate). Solvent: N1=CC=CC=C1 (pyridine). The product is COC([C@H]1N(C[C@@H](C1)OS(=O)(=O)C1=CC=C(C)C=C1)C(C1=CC=CC=C1)=O)=O ((trans)-1-Benzoyl-4-tosyloxy-L-proline methyl ester). RXN SMILES: [C:1]1([CH3:11])[CH:6]=[CH:5][C:4]([S:7](Cl)(=[O:9])=[O:8])=[CH:3][CH:2]=1.[CH3:12][O:13][C:14](=[O:29])[C@@H:15]1[CH2:19][C@@H:18]([OH:20])[CH2:17][N:16]1[C:21](=[O:28])[C:22]1[CH:27]=[CH:26][CH:25]=[CH:24][CH:23]=1.S(C1C=CC(C)=CC=1)([O-])(=O)=O>N1C=CC=CC=1>[CH3:12][O:13][C:14](=[O:29])[C@@H:15]1[CH2:19][C@@H:18]([O:20][S:7]([C:4]2[CH:5]=[CH:6][C:1]([CH3:11])=[CH:2][CH:3]=2)(=[O:9])=[O:8])[CH2:17][N:16]1[C:21](=[O:28])[C:22]1[CH:27]=[CH:26][CH:25]=[CH:24][CH:23]=1. Procedure details: 540 Grams (2.84 moles) of technical p-toluenesulfonyl chloride were charged to a 5 liter flask. 1.5 Liters of anhydrous pyridine was added and the flask swirled to dissolve. Gradually, 600 g (2.40 moles) of (trans)-1-benzoyl-4-hydroxy-L-proline methyl ester were added and dissolved by swirling. The clear solution was maintained at room temperature and the conversion followed by TLC. After the starting material completely disappeared, the reaction mixture was transferred to a 12 liter beaker with... Reactants: C(C1=CC=CC=C1)N1CCC(CC1)=O (1-benzyl-4-piperidone), [Cl-].CO[NH3+] (methoxyammonium chloride). Run in ethanol-pyridine. Yields the product C(C1=CC=CC=C1)N1CCC(CC1)=NOC (1-benzyl-4-methoxyiminopiperidine). RXN SMILES: [CH2:1]([N:8]1[CH2:13][CH2:12][C:11](=O)[CH2:10][CH2:9]1)[C:2]1[CH:7]=[CH:6][CH:5]=[CH:4][CH:3]=1.[Cl-].[CH3:16][O:17][NH3+:18]>>[CH2:1]([N:8]1[CH2:13][CH2:12][C:11](=[N:18][O:17][CH3:16])[CH2:10][CH2:9]1)[C:2]1[CH:7]=[CH:6][CH:5]=[CH:4][CH:3]=1 |f:1.2|. Procedure: The starting material is prepared as follows: The solution of 94.5 g of 1-benzyl-4-piperidone and 46 g of methoxyammonium chloride in 600 ml of ethanol-pyridine (1:1) is refluxed overnight and evaporated. The residue is dissolved in water, the solution made basic with 12.5% aqueous sodium hydroxide and extracted with diethyl ether. The extract is washed with water and saturated aqueous sodium hydroxide, dried and evaporated, to yield the 1-benzyl-4-methoxyiminopiperidine.